Dataset: the Open Reaction Database (ORD), a public repository of structured organic reaction records. Task: describe an organic reaction: reactants, conditions, products, and yield Starting materials: ClC=1C=CC2=C(C=C(O2)C2=CC=CC=C2)C1 (5-chloro-2-phenylbenzofuran), Cl.C(C)N(CCOC1=CC=C(C(=O)Cl)C=C1)CC (4-(2-diethylaminoethoxy)benzoyl chloride hydrochloride). Yields the product ClC=1C=CC2=C(C(=C(O2)C2=CC=CC=C2)C(C2=CC=C(C=C2)OCCN(CC)CC)=O)C1 (5-Chloro-3-[4-(2-diethylaminoethoxy)benzoyl]-2-phenylbenzofuran). Reaction SMILES: [Cl:1][C:2]1[CH:3]=[CH:4][C:5]2[O:9][C:8]([C:10]3[CH:15]=[CH:14][CH:13]=[CH:12][CH:11]=3)=[CH:7][C:6]=2[CH:16]=1.Cl.[CH2:18]([N:20]([CH2:33][CH3:34])[CH2:21][CH2:22][O:23][C:24]1[CH:32]=[CH:31][C:27]([C:28](Cl)=[O:29])=[CH:26][CH:25]=1)[CH3:19]>>[Cl:1][C:2]1[CH:3]=[CH:4][C:5]2[O:9][C:8]([C:10]3[CH:15]=[CH:14][CH:13]=[CH:12][CH:11]=3)=[C:7]([C:28](=[O:29])[C:27]3[CH:26]=[CH:25][C:24]([O:23][CH2:22][CH2:21][N:20]([CH2:33][CH3:34])[CH2:18][CH3:19])=[CH:32][CH:31]=3)[C:6]=2[CH:16]=1 |f:1.2|. Procedure details: Acylation of 5-chloro-2-phenylbenzofuran with 4-(2-diethylaminoethoxy)benzoyl chloride hydrochloride as described in the procedure of Example 6 gives the title compound which is converted to the corresponding hydrochloride salt as described in the procedure of Example 1, m.p. 197°-199° (ethyl acetate).